From a dataset of the Open Reaction Database (ORD), a public repository of structured organic reaction records. describe an organic reaction: reactants, conditions, products, and yield Procedure details: 31.84 g (75 mmol) ethyl 3-{[(3′-amino[1,1′-biphenyl]-3-yl)sulfonyl]amino}-3-phenyl-propanoate 10.1.2 were dissolved in 600 ml toluene and 8.62 g thiophosgene were added. The mixture was refluxed for 2 h, evaporated and the residue dissolved in 200 ml toluene. This solution was added dropwise to a solution of o-phenylendiamine (12.2 g 113 mmol) in 500 ml tetrahydrofurane/toluene (1/1) at 40° C. The mixture was stirred for 12 h at room temperature, concentrated and purified (flash chromatography: ... Yields the product NC1=C(NC(=S)NC=2C=C(C=CC2)C2=CC(=CC=C2)S(=O)(=O)NC(CC(=O)OCC)C2=CC=CC=C2)C=CC=C1 (Ethyl 3-{[(3′-{[(2-aminoanilino)carbothioyl]amino}[1,1′-biphenyl]-3-yl)sulfonyl]amino}-3-phenyl-propanoate). RXN SMILES: [NH2:1][C:2]1[CH:3]=[C:4]([C:8]2[CH:13]=[CH:12][CH:11]=[C:10]([S:14]([NH:17][CH:18]([C:25]3[CH:30]=[CH:29][CH:28]=[CH:27][CH:26]=3)[CH2:19][C:20]([O:22][CH2:23][CH3:24])=[O:21])(=[O:16])=[O:15])[CH:9]=2)[CH:5]=[CH:6][CH:7]=1.[C:31](Cl)(Cl)=[S:32].[C:35]1([NH2:42])[CH:40]=[CH:39][CH:38]=[CH:37][C:36]=1[NH2:41]>C1(C)C=CC=CC=1.O1CCCC1.C1(C)C=CC=CC=1>[NH2:41][C:36]1[CH:37]=[CH:38][CH:39]=[CH:40][C:35]=1[NH:42][C:31]([NH:1][C:2]1[CH:3]=[C:4]([C:8]2[CH:13]=[CH:12][CH:11]=[C:10]([S:14]([NH:17][CH:18]([C:25]3[CH:26]=[CH:27][CH:28]=[CH:29][CH:30]=3)[CH2:19][C:20]([O:22][CH2:23][CH3:24])=[O:21])(=[O:16])=[O:15])[CH:9]=2)[CH:5]=[CH:6][CH:7]=1)=[S:32] |f:4.5|. Run in C1(=CC=CC=C1)C (toluene), O1CCCC1.C1(=CC=CC=C1)C (tetrahydrofurane toluene). Conditions: time 12 hour. Reactants: C(=S)(Cl)Cl (thiophosgene), NC=1C=C(C=CC1)C1=CC(=CC=C1)S(=O)(=O)NC(CC(=O)OCC)C1=CC=CC=C1 (ethyl 3-{[(3′-amino[1,1′-biphenyl]-3-yl)sulfonyl]amino}-3-phenyl-propanoate), C1(=C(C=CC=C1)N)N (o-phenylendiamine). Starting materials: BrC1=CC=C(C=C1)C1(CCN(CC1)CC1=CC=CC=C1)O (4-(4-bromophenyl)-1-(phenylmethyl)-4-piperidinol), Cu2O, N (ammonia). Reaction conditions: temperature 180 celsius. The product is C1(=CC=CC=C1)CN1CCC(=CC1)C1=CC=C(C=C1)N (4-[1,2,3,6-tetrahydro-1-(phenylmethyl)-4-pyridinyl]benzenamine). As a reaction SMILES: Br[C:2]1[CH:7]=[CH:6][C:5]([C:8]2(O)[CH2:13][CH2:12][N:11]([CH2:14][C:15]3[CH:20]=[CH:19][CH:18]=[CH:17][CH:16]=3)[CH2:10][CH2:9]2)=[CH:4][CH:3]=1.[NH3:22]>>[C:15]1([CH2:14][N:11]2[CH2:12][CH:13]=[C:8]([C:5]3[CH:6]=[CH:7][C:2]([NH2:22])=[CH:3][CH:4]=3)[CH2:9][CH2:10]2)[CH:20]=[CH:19][CH:18]=[CH:17][CH:16]=1. Procedure: A mixture of 4-(4-bromophenyl)-1-(phenylmethyl)-4-piperidinol (0.23 mole) and Cu2O (2 g) in aqueous ammonia (500 ml) was stirred at 180° C. for twelve hours. The mixture was cooled, extracted with DCM and washed with water. The organic layer was dried, filtered off and evaporated, yielding 60 g of 4-[1,2,3,6-tetrahydro-1-(phenylmethyl)-4-pyridinyl]benzenamine.